Dataset: the Open Reaction Database (ORD), a public repository of structured organic reaction records. Task: describe an organic reaction: reactants, conditions, products, and yield Starting materials: FC1(CC(NCC1)CN1C(C2=CC=CC=C2C1=O)=O)F (2-((4,4-difluoropiperidin-2-yl)methyl)isoindoline-1,3-dione), CC=1C=CC(=C(C(=O)O)C1)C1=NC=CC=N1 (5-methyl-2-(pyrimidin-2-yl)benzoic acid), ClC1=NC=C(C=N1)C(F)(F)F (2-chloro-5-(trifluoromethyl)pyrimidine). Yields the product FC1(C[C@H](N(CC1)C(=O)C1=C(C=CC(=C1)C)C1=NC=CC=N1)CNC1=NC=C(C=N1)C(F)(F)F)F ((S)-(4,4-Difluoro-2-(((5-(trifluoromethyl)pyrimidin-2-yl)amino)methyl)piperidin-1-yl)(5-methyl-2-(pyrimidin-2-yl)phenyl)methanone). RXN SMILES: [F:1][C:2]1([F:20])[CH2:7][CH2:6][NH:5][CH:4]([CH2:8][N:9]2[C:17](=O)C3C(=CC=CC=3)C2=O)[CH2:3]1.[CH3:21][C:22]1[CH:23]=[CH:24][C:25]([C:31]2[N:36]=[CH:35][CH:34]=[CH:33][N:32]=2)=[C:26]([CH:30]=1)[C:27]([OH:29])=O.ClC1[N:43]=[CH:42][C:41]([C:44]([F:47])([F:46])[F:45])=[CH:40][N:39]=1>>[F:20][C:2]1([F:1])[CH2:7][CH2:6][N:5]([C:27]([C:26]2[CH:30]=[C:22]([CH3:21])[CH:23]=[CH:24][C:25]=2[C:31]2[N:36]=[CH:35][CH:34]=[CH:33][N:32]=2)=[O:29])[C@H:4]([CH2:8][NH:9][C:17]2[N:43]=[CH:42][C:41]([C:44]([F:47])([F:46])[F:45])=[CH:40][N:39]=2)[CH2:3]1. Reported procedure: The title compound was prepared following the same general protocol as described for Example A210 using 2-((4,4-difluoropiperidin-2-yl)methyl)isoindoline-1,3-dione and 5-methyl-2-(pyrimidin-2-yl)benzoic acid and Example A45 using 2-chloro-5-(trifluoromethyl)pyrimidine. ESI-MS (m/z): 493 (M+H). Starting materials: C#CC1(NC(=O)OC(C)(C)C)COC(C)(C)OC1, O=C([O-])[O-], FC(F)c1cc(Br)ccc1OCc1ccccc1, CC#N, CC(C)c1cc(C(C)C)c(-c2ccccc2P(C2CCCCC2)C2CCCCC2)c(C(C)C)c1, [Cs+], [Cs+], O. Yields the product CC(C)(C)OC(=O)NC1(C#Cc2ccc(OCc3ccccc3)c(C(F)F)c2)COC(C)(C)OC1. Reaction SMILES: [C:19]([CH3:20])([CH3:21])([CH3:22])[O:23][C:24]([NH:25][C:26]1([C:34]#[CH:35])[CH2:27][O:28][C:29]([CH3:32])([CH3:33])[O:30][CH2:31]1)=[O:36].[C:71](=[O:72])([O-:73])[O-:74].[CH2:1]([c:2]1[cH:3][cH:4][cH:5][cH:6][cH:7]1)[O:8][c:9]1[c:10]([CH:16]([F:17])[F:18])[cH:11][c:12]([Br:15])[cH:13][cH:14]1.[CH3:77][C:78]#[N:79].[CH:37]1([P:38]([CH:39]2[CH2:40][CH2:41][CH2:42][CH2:43][CH2:44]2)[c:45]2[cH:46][cH:47][cH:48][cH:49][c:50]2-[c:51]2[c:52]([CH:53]([CH3:54])[CH3:55])[cH:56][c:57]([CH:58]([CH3:59])[CH3:60])[cH:61][c:62]2[CH:63]([CH3:64])[CH3:65])[CH2:66][CH2:67][CH2:68][CH2:69][CH2:70]1.[Cs+:75].[Cs+:76].[OH2:80]>>[CH2:1]([c:2]1[cH:3][cH:4][cH:5][cH:6][cH:7]1)[O:8][c:9]1[c:10]([CH:16]([F:17])[F:18])[cH:11][c:12]([C:35]#[C:34][C:26]2([NH:25][C:24]([O:23][C:19]([CH3:20])([CH3:21])[CH3:22])=[O:36])[CH2:27][O:28][C:29]([CH3:32])([CH3:33])[O:30][CH2:31]2)[cH:13][cH:14]1. Reactants: CN1C(CCC1)=O (1-methyl-2-pyrrolidinone), ice water, [OH-].[Na+] (NaOH), NC1=CC=2C(C3=CC=C(C=C3C(C2C=C1)=O)N)=O (2,6-diaminoanthraquinone), P(=O)(Cl)(Cl)Cl (phosphorous oxychloride), CC#N (CH3CN). Run at time 1 hour. Product: CN1C(CCC1)=NC1=CC=CC=2C(C3=CC=CC=C3C(C12)=O)=O ((1-methyl-2-pyrrolidinylidene amino]anthroquinone). RXN SMILES: [CH3:1][N:2]1[CH2:6][CH2:5][CH2:4][C:3]1=O.P(Cl)(Cl)(Cl)=O.N[C:14]1[CH:27]=[CH:26][C:25]2[C:24](=[O:28])[C:23]3[C:18](=[CH:19][CH:20]=[C:21](N)[CH:22]=3)[C:17](=[O:30])[C:16]=2[CH:15]=1.[OH-].[Na+].CC#[N:35]>>[CH3:1][N:2]1[CH2:6][CH2:5][CH2:4][C:3]1=[N:35][C:15]1[C:16]2[C:17](=[O:30])[C:18]3[C:23](=[CH:22][CH:21]=[CH:20][CH:19]=3)[C:24](=[O:28])[C:25]=2[CH:26]=[CH:27][CH:14]=1 |f:3.4|. Procedure details: To a solution of 34.5 g of 1-methyl-2-pyrrolidinone in 150 ml. of CH3CN was added 18.4 g of phosphorous oxychloride at 5°-10° C. The mixture was stirred at room temperature for 1 hour. To the mixture was added 11.9 g of 2,6-diaminoanthraquinone. The resulting mixture was stirred at 60° C. for 10 hours, poured into 1000 ml of ice-water and basified with 5N NaOH. Reddish crystals thus obtained were collected by filtration and washed with water. Recrystallization from methyl cellusolve gave 14.0 g ...